Dataset: the Open Reaction Database (ORD), a public repository of structured organic reaction records. Task: describe an organic reaction: reactants, conditions, products, and yield Starting materials: O=C(NCc1ccccc1Br)C(F)(F)F, CC1(C)OB(c2ccc(N)cc2)OC1(C)C, [K+], [K+], O=C([O-])[O-], CC(=O)[O-], CC(=O)[O-], CN(C)C=O, [Pd+2]. Product: Nc1ccc(-c2ccccc2CNC(=O)C(F)(F)F)cc1. RXN SMILES: [Br:1][c:2]1[c:3]([CH2:4][NH:5][C:6]([C:7]([F:8])([F:9])[F:10])=[O:11])[cH:12][cH:13][cH:14][cH:15]1.[CH3:16][C:17]1([CH3:18])[C:19]([CH3:20])([CH3:21])[O:22][B:23]([c:24]2[cH:25][cH:26][c:27]([NH2:28])[cH:29][cH:30]2)[O:31]1.[K+:32].[K+:33].[O-:34][C:35]([O-:36])=[O:37].[O-:44][C:45]([CH3:46])=[O:47].[O-:48][C:49]([CH3:50])=[O:51].[O:38]=[CH:39][N:40]([CH3:41])[CH3:42].[Pd+2:43]>>[c:2]1(-[c:24]2[cH:25][cH:26][c:27]([NH2:28])[cH:29][cH:30]2)[c:3]([CH2:4][NH:5][C:6]([C:7]([F:8])([F:9])[F:10])=[O:11])[cH:12][cH:13][cH:14][cH:15]1. The reactants are CCCCc1ccc(C#Cc2ccc(CNc3ccc4c(c3)OC(C)(C)OC4=O)cc2)cc1, O=C(Cl)C1CCCCC1. Yields the product CCCCc1ccc(C#Cc2ccc(CN(C(=O)C3CCCCC3)c3ccc4c(c3)OC(C)(C)OC4=O)cc2)cc1. Reaction SMILES: [CH2:1]([CH2:2][CH2:3][CH3:4])[c:5]1[cH:6][cH:7][c:8]([C:11]#[C:12][c:13]2[cH:14][cH:15][c:16]([CH2:17][NH:18][c:19]3[cH:20][cH:21][c:22]4[c:23]([cH:31]3)[O:24][C:25]([CH3:29])([CH3:30])[O:26][C:27]4=[O:28])[cH:32][cH:33]2)[cH:9][cH:10]1.[CH:34]1([C:40](=[O:41])[Cl:42])[CH2:35][CH2:36][CH2:37][CH2:38][CH2:39]1>>[CH2:1]([CH2:2][CH2:3][CH3:4])[c:5]1[cH:6][cH:7][c:8]([C:11]#[C:12][c:13]2[cH:14][cH:15][c:16]([CH2:17][N:18]([c:19]3[cH:20][cH:21][c:22]4[c:23]([cH:31]3)[O:24][C:25]([CH3:29])([CH3:30])[O:26][C:27]4=[O:28])[C:40]([CH:34]3[CH2:35][CH2:36][CH2:37][CH2:38][CH2:39]3)=[O:41])[cH:32][cH:33]2)[cH:9][cH:10]1. Starting materials: Nc1cccc(Cl)c1, Clc1ncnc2[nH]ccc12, Cl. Yields the product Clc1cccc(Nc2ncnc3[nH]ccc23)c1. Reaction SMILES: [Cl:11][c:12]1[cH:13][c:14]([NH2:15])[cH:16][cH:17][cH:18]1.[Cl:1][c:2]1[c:3]2[c:4]([n:5][cH:6][n:7]1)[nH:8][cH:9][cH:10]2.[ClH:19]>>[c:2]1([NH:15][c:14]2[cH:13][c:12]([Cl:11])[cH:18][cH:17][cH:16]2)[c:3]2[c:4]([n:5][cH:6][n:7]1)[nH:8][cH:9][cH:10]2. Starting materials: BrC1=CC=C(C=C1)C12CCC(CC1)(O2)CC(C(=O)OC)C(=O)OC (dimethyl 2-((4-(4-bromophenyl)-7-oxabicyclo[2.2.1]heptan-1-yl)methyl)malonate), [Cl-].[Li+] (lithium chloride). Solvent: CS(=O)C (DMSO), O (water), O (water). Run at temperature 180 celsius, time 20 minute. Product: BrC1=CC=C(C=C1)C12CCC(CC1)(O2)CCC(=O)OC (methyl 3-(4-(4-bromophenyl)-7-oxabicyclo[2.2.1]heptan-1-yl)propanoate). RXN SMILES: [Br:1][C:2]1[CH:7]=[CH:6][C:5]([C:8]23[O:14][C:11]([CH2:15][CH:16](C(OC)=O)[C:17]([O:19][CH3:20])=[O:18])([CH2:12][CH2:13]2)[CH2:10][CH2:9]3)=[CH:4][CH:3]=1.[Cl-].[Li+]>CS(C)=O.O>[Br:1][C:2]1[CH:3]=[CH:4][C:5]([C:8]23[O:14][C:11]([CH2:15][CH2:16][C:17]([O:19][CH3:20])=[O:18])([CH2:10][CH2:9]2)[CH2:12][CH2:13]3)=[CH:6][CH:7]=1 |f:1.2|. Reported procedure: To a solution of dimethyl 2-((4-(4-bromophenyl)-7-oxabicyclo[2.2.1]heptan-1-yl)methyl)malonate (305 mg, 0.77 mmol) in DMSO (3.0 mL) and water (0.03 mL) was added lithium chloride (98 mg, 2.3 mmol) and the reaction was stirred in a microwave reactor at 180° C. for 20 min. The resulting yellow reaction mixture was diluted with water and extracted with EtOAc. The organic phase was dried over MgSO4, filtered and concentrated by rotary evaporation in vacuo to afford 289 mg of a crude clear yellow fil... The reactants are C1CCOC1, CO, Cl, [Li+], CCOC(=O)c1nc(-c2ccccc2)sc1CCC1OCCO1, [OH-], O. As a reaction SMILES: [CH2:29]1[O:30][CH2:31][CH2:32][CH2:33]1.[CH3:27][OH:28].[ClH:26].[Li+:25].[O:1]1[CH:2]([CH2:6][CH2:7][c:8]2[c:9]([C:19](=[O:20])[O:21][CH2:22][CH3:23])[n:10][c:11](-[c:13]3[cH:14][cH:15][cH:16][cH:17][cH:18]3)[s:12]2)[O:3][CH2:4][CH2:5]1.[OH-:24].[OH2:34]>>[O:1]1[CH:2]([CH2:6][CH2:7][c:8]2[c:9]([C:19](=[O:20])[OH:21])[n:10][c:11](-[c:13]3[cH:14][cH:15][cH:16][cH:17][cH:18]3)[s:12]2)[O:3][CH2:4][CH2:5]1. Product: O=C(O)c1nc(-c2ccccc2)sc1CCC1OCCO1. The reactants are CC(C)(C)OC(=O)N1CCC2C1C(c1c[nH]c3cc(F)ccc13)CN2C1CCCC1, ClCCl, O=C(O)C(F)(F)F. The product is Fc1ccc2c(C3CN(C4CCCC4)C4CCNC34)c[nH]c2c1. Reaction SMILES: [C:1]([O:2][C:3](=[O:4])[N:8]1[CH:9]2[CH:10]([CH2:11][CH2:12]1)[N:13]([CH:26]1[CH2:27][CH2:28][CH2:29][CH2:30]1)[CH2:14][CH:15]2[c:16]1[cH:17][nH:18][c:19]2[cH:20][c:21]([F:25])[cH:22][cH:23][c:24]12)([CH3:5])([CH3:6])[CH3:7].[Cl:38][CH2:39][Cl:40].[F:31][C:32]([F:33])([F:34])[C:35]([OH:36])=[O:37]>>[NH:8]1[CH:9]2[CH:10]([CH2:11][CH2:12]1)[N:13]([CH:26]1[CH2:27][CH2:28][CH2:29][CH2:30]1)[CH2:14][CH:15]2[c:16]1[cH:17][nH:18][c:19]2[cH:20][c:21]([F:25])[cH:22][cH:23][c:24]12. Reaction SMILES: [CH3:32][C:33](=[O:34])[OH:35].[CH3:36][CH2:37][OH:38].[H:30][H:31].[N+:16]([O-:17])(=[O:18])[c:19]1[cH:20][c:21]([CH:26]([C:27]#[N:28])[CH3:29])[cH:22][cH:23][c:24]1[OH:25].[OH:12][N+:13](=[O:14])[O-:15].[OH:1][c:2]1[cH:3][cH:4][c:5]([CH:6]([CH3:7])[C:8]#[N:9])[cH:10][cH:11]1.[Pd:39]>>[NH2:16][c:19]1[cH:20][c:21]([CH:26]([C:27]#[N:28])[CH3:29])[cH:22][cH:23][c:24]1[OH:25]. The reactants are CC(=O)O, CCO, [H][H], CC(C#N)c1ccc(O)c([N+](=O)[O-])c1, O=[N+]([O-])O, CC(C#N)c1ccc(O)cc1, [Pd]. Yields the product CC(C#N)c1ccc(O)c(N)c1. Reactants: [F-].C(CCC)[N+](CCCC)(CCCC)CCCC (tetrabutylammonium fluoride), C(C)(C)(C)C(C=1C(=NC(=C(C1C1=CC=C(C=C1)F)COC(C(CC)(C)C)=O)C(C)C)C(C)C)O[SiH](C)C (3-(tert.Butyldimethylsilyloxymethyl)-2,6-diisopropyl-5-(2,2-dimethyl-butyryloxymethyl)-4-(4-fluorophenyl)pyridine), C(O)([O-])=O.[Na+] (sodium hydrogen carbonate). Run in O1CCCC1 (tetrahydrofuran), O1CCCC1 (tetrahydrofuran). Reaction conditions: time 1 hour. The product is C(C)(C)C1=NC(=C(C(=C1COC(C(CC)(C)C)=O)C1=CC=C(C=C1)F)CO)C(C)C (2,6-Diisopropyl-3-(2,2-dimethyl-butyryloxymethyl)-4-(4-fluorophenyl)-5-hydroxymethyl-pyridine). RXN SMILES: [F-].C([N+](CCCC)(CCCC)CCCC)CCC.C([CH:23]([O:52][SiH](C)C)[C:24]1[C:25]([CH:49]([CH3:51])[CH3:50])=[N:26][C:27]([CH:46]([CH3:48])[CH3:47])=[C:28]([CH2:37][O:38][C:39](=[O:45])[C:40]([CH3:44])([CH3:43])[CH2:41][CH3:42])[C:29]=1[C:30]1[CH:35]=[CH:34][C:33]([F:36])=[CH:32][CH:31]=1)(C)(C)C.C(=O)([O-])O.[Na+]>O1CCCC1>[CH:46]([C:27]1[C:28]([CH2:37][O:38][C:39](=[O:45])[C:40]([CH3:43])([CH3:44])[CH2:41][CH3:42])=[C:29]([C:30]2[CH:31]=[CH:32][C:33]([F:36])=[CH:34][CH:35]=2)[C:24]([CH2:23][OH:52])=[C:25]([CH:49]([CH3:50])[CH3:51])[N:26]=1)([CH3:48])[CH3:47] |f:0.1,3.4|. Reported procedure: 2.6 ml (2.6 mmol) of a 1 molar tetrabutylammonium fluoride solution in tetrahydrofuran are added to 1.3 g (2.6 mmol) of the compound from Example 65 dissolved in 20 ml of absolute tetrahydrofuran and the mixture is stirred for 1 hour at room temperature. Saturated sodium hydrogen carbonate solution is added to the mixture and it is extracted several times using dichloromethane. The organic phase is dried over magnesium sulphate and concentrated in vacuo, and the residue is chromatographed on a c...